Dataset: the Open Reaction Database (ORD), a public repository of structured organic reaction records. Task: describe an organic reaction: reactants, conditions, products, and yield As a reaction SMILES: [CH3:1][O:2][C:3]1[CH:4]=[C:5]([CH:11]([C:13]2[CH:14]=[N:15][CH:16]=[CH:17][CH:18]=2)[OH:12])[CH:6]=[CH:7][C:8]=1[O:9][CH3:10].CN1C(C(C2C=CC=CN=2)O)=CN=C1>>[CH3:1][O:2][C:3]1[CH:4]=[C:5]([C:11]([C:13]2[CH:14]=[N:15][CH:16]=[CH:17][CH:18]=2)=[O:12])[CH:6]=[CH:7][C:8]=1[O:9][CH3:10]. The product is COC=1C=C(C=CC1OC)C(=O)C=1C=NC=CC1 ((3,4-Dimethoxyphenyl)(pyridin-3-yl)methanone). Starting materials: Intermediate 33, CN1C=NC=C1C(O)C1=NC=CC=C1 ((1-methyl-1H-imidazol-5-yl)(pyridin-2-yl)methanol), COC=1C=C(C=CC1OC)C(O)C=1C=NC=CC1 ((3,4-dimethoxyphenyl)(pyridin-3-yl)methanol), Intermediate 88. Reported procedure: The title compound was prepared analogously to the method in Intermediate 33: step b using (3,4-dimethoxyphenyl)(pyridin-3-yl)methanol (Intermediate 88: step a) in place of (1-methyl-1H-imidazol-5-yl)(pyridin-2-yl)methanol. The reactants are NO (hydroxylamine), FC=1C=C2CC(C(C2=CC1)=O)C (5-fluoro-2-methylindanone), N1=CC=C(C=C1)C[Mg]Cl (4-pyridylmethylmagnesium chloride), C(C=O)(=O)O (glyoxalic acid). The solvent is C(C)(=O)O (acetic acid). Product: FC=1C=C2C(=C(/C(/C2=CC1)=C/C1=CC=NC=C1)C)CCON (O-2-[Z-5-fluoro-2-methyl-1-(4-pyridyl)methylene-1H-inden-3-yl]ethyl hydroxylamine). Reaction SMILES: [F:1][C:2]1[CH:3]=[C:4]2[C:8](=[CH:9][CH:10]=1)[C:7](=O)[CH:6]([CH3:12])[CH2:5]2.[N:13]1[CH:18]=[CH:17][C:16]([CH2:19][Mg]Cl)=[CH:15][CH:14]=1.[C:22]([OH:26])(=O)[CH:23]=O.[NH2:27]O>C(O)(=O)C>[F:1][C:2]1[CH:3]=[C:4]2[C:8](=[CH:9][CH:10]=1)/[C:7](=[CH:19]\[C:16]1[CH:17]=[CH:18][N:13]=[CH:14][CH:15]=1)/[C:6]([CH3:12])=[C:5]2[CH2:23][CH2:22][O:26][NH2:27]. Procedure: The title compound is prepared by Grignard reaction of 5-fluoro-2-methylindanone with 4-pyridylmethylmagnesium chloride to provide the intermediate adduct which is treated with glyoxalic acid under dehydrating aldol conditions to provide Z-5-fluoro-2-methyl-1-(4-pyridyl)methylene-1H-inden-3-yl!acetic acid which is converted to the hydroxylamine by the procedures described in Example 1. Reactants: CC(=O)NCc1ncc(-c2csc(N=C(N)N)n2)s1, CCO, Cl. Yields the product NCc1ncc(-c2csc(N=C(N)N)n2)s1. As a reaction SMILES: [C:1](=[O:2])([CH3:3])[NH:4][CH2:5][c:6]1[s:7][c:8](-[c:11]2[n:12][c:13]([N:16]=[C:17]([NH2:18])[NH2:19])[s:14][cH:15]2)[cH:9][n:10]1.[CH3:21][CH2:22][OH:23].[ClH:20]>>[NH2:4][CH2:5][c:6]1[s:7][c:8](-[c:11]2[n:12][c:13]([N:16]=[C:17]([NH2:18])[NH2:19])[s:14][cH:15]2)[cH:9][n:10]1. Starting materials: IC1=CC=C(C=C1)[C@H]1[C@@H](CCC1)NS(=O)(=O)C(C)C ((+,−) Trans propane-2-sulfonic acid [2-(4-iodo-phenyl)-cyclopentyl]-amide), CC1(OB(OC1(C)C)C=1C=C(C=CC1)NS(=O)(=O)C)C (N-[3-(4,4,5,5-Tetramethyl-[1,3,2]dioxaborolan-2-yl)-phenyl]-methanesulfonamide), C([O-])([O-])=O.[K+].[K+] (potassium carbonate). The reagents and catalysts are C(C)(=O)[O-].[Pd+2].C(C)(=O)[O-] (palladium acetate). The solvent is C(CC)O (n-propanol), O (water). Run at temperature 90 celsius. Yields the product CS(=O)(=O)NC=1C=C(C=CC1)C1=CC=C(C=C1)[C@H]1[C@@H](CCC1)NS(=O)(=O)C(C)C ((+,−) Trans Propane-2-sulfonic acid [2-(3′-methanesulfonylamino-biphenyl-4-yl)-cyclopentyl]-amide). Isolated yield 85.9%. RXN SMILES: I[C:2]1[CH:7]=[CH:6][C:5]([C@@H:8]2[CH2:12][CH2:11][CH2:10][C@H:9]2[NH:13][S:14]([CH:17]([CH3:19])[CH3:18])(=[O:16])=[O:15])=[CH:4][CH:3]=1.CC1(C)C(C)(C)OB([C:28]2[CH:29]=[C:30]([NH:34][S:35]([CH3:38])(=[O:37])=[O:36])[CH:31]=[CH:32][CH:33]=2)O1.C(=O)([O-])[O-].[K+].[K+]>C(O)CC.O.C([O-])(=O)C.[Pd+2].C([O-])(=O)C>[CH3:38][S:35]([NH:34][C:30]1[CH:31]=[C:32]([C:2]2[CH:7]=[CH:6][C:5]([C@@H:8]3[CH2:12][CH2:11][CH2:10][C@H:9]3[NH:13][S:14]([CH:17]([CH3:19])[CH3:18])(=[O:16])=[O:15])=[CH:4][CH:3]=2)[CH:33]=[CH:28][CH:29]=1)(=[O:37])=[O:36] |f:2.3.4,7.8.9|. Reported procedure: (+,−) Trans propane-2-sulfonic acid [2-(4-iodo-phenyl)-cyclopentyl]-amide (235 mg, 0.60 mmol, prepared in example 2) and N-[3-(4,4,5,5-Tetramethyl-[1,3,2]dioxaborolan-2-yl)-phenyl]-methanesulfonamide (213 mg, 0.72 mmol) were dissolved in 25 mL of n-propanol and 25 mg (0.18 mmol)of potassium carbonate in 5 mL of water added. A catalytic amount of palladium acetate is added (7 mg) and the mixture refluxed at 90° C. for 4 hours. The reaction is worked up as in preparation 6. Purification by silica ...